describe an organic reaction: reactants, conditions, products, and yield From a dataset of the Open Reaction Database (ORD), a public repository of structured organic reaction records. Yield: 100.0%. Reaction conditions: time 3 hour. Reported procedure: To a solution of tert-butyl 3-{3-[1-(4-amino-3-vinyl-1H-pyrazolo[3,4-d]pyrimidin-1-yl)ethyl]-5-chloro-6-fluoro-2-methoxyphenyl}azetidine-1-carboxylate (340 mg, 0.680 mmol) in tert-butyl alcohol (5 mL) was added N-methylmorpholine N-oxide (87 mg, 0.74 mmol) and water (2.1 mL). To this solution was then added 4% osmium tetraoxide (0.21 mL, 0.034 mmol). After stirring for 3 h, another equivalent of N-methylmorpholine N-oxide was added. The reaction was stirred at room temperature overnight. The sol... The reactants are NC1=C2C(=NC=N1)N(N=C2C=C)C(C)C=2C(=C(C(=C(C2)Cl)F)C2CN(C2)C(=O)OC(C)(C)C)OC (tert-butyl 3-{3-[1-(4-amino-3-vinyl-1H-pyrazolo[3,4-d]pyrimidin-1-yl)ethyl]-5-chloro-6-fluoro-2-methoxyphenyl}azetidine-1-carboxylate), C[N+]1(CCOCC1)[O-] (N-methylmorpholine N-oxide), O (water), O (water), C[N+]1(CCOCC1)[O-] (N-methylmorpholine N-oxide). RXN SMILES: [NH2:1][C:2]1[N:7]=[CH:6][N:5]=[C:4]2[N:8]([CH:13]([C:15]3[C:16]([O:34][CH3:35])=[C:17]([CH:23]4[CH2:26][N:25]([C:27]([O:29][C:30]([CH3:33])([CH3:32])[CH3:31])=[O:28])[CH2:24]4)[C:18]([F:22])=[C:19]([Cl:21])[CH:20]=3)[CH3:14])[N:9]=[C:10]([CH:11]=[CH2:12])[C:3]=12.C[N+]1([O-])CC[O:40]CC1.[OH2:44]>C(O)(C)(C)C.[Os](=O)(=O)(=O)=O>[NH2:1][C:2]1[N:7]=[CH:6][N:5]=[C:4]2[N:8]([CH:13]([C:15]3[C:16]([O:34][CH3:35])=[C:17]([CH:23]4[CH2:24][N:25]([C:27]([O:29][C:30]([CH3:33])([CH3:32])[CH3:31])=[O:28])[CH2:26]4)[C:18]([F:22])=[C:19]([Cl:21])[CH:20]=3)[CH3:14])[N:9]=[C:10]([CH:11]([OH:40])[CH2:12][OH:44])[C:3]=12. Run in C(C)(C)(C)O (tert-butyl alcohol). Product: NC1=C2C(=NC=N1)N(N=C2C(CO)O)C(C)C=2C(=C(C(=C(C2)Cl)F)C2CN(C2)C(=O)OC(C)(C)C)OC (tert-Butyl 3-(3-{1-[4-amino-3-(1,2-dihydroxyethyl)-1H-pyrazolo[3,4-d]pyrimidin-1-yl]ethyl}-5-chloro-6-fluoro-2-methoxyphenyl)azetidine-1-carboxylate). Reagents/catalysts: [Os](=O)(=O)(=O)=O (osmium tetraoxide). Yields the product Cc1nc(C)c(-c2ccnc(Nc3ccc(N(C)C)c([N+](=O)[O-])c3)n2)s1. Starting materials: CC(=O)OC(C)=O, Cc1nc(C)c(-c2ccnc(Nc3ccc(N(C)C)cc3)n2)s1, CC(=O)O[N+](=O)[O-], [Na+], O=C([O-])O, O=[N+]([O-])O. As a reaction SMILES: [CH3:40][C:41]([O:42][C:43]([CH3:44])=[O:45])=[O:46].[CH3:5][c:6]1[s:7][c:8](-[c:12]2[n:13][c:14]([NH:18][c:19]3[cH:20][cH:21][c:22]([N:25]([CH3:26])[CH3:27])[cH:23][cH:24]3)[n:15][cH:16][cH:17]2)[c:9]([CH3:11])[n:10]1.[N+:28]([O-:29])([O:30][C:31](=[O:32])[CH3:33])=[O:34].[Na+:39].[O-:35][C:36]([OH:37])=[O:38].[OH:1][N+:2]([O-:3])=[O:4]>>[O-:1][N+:2](=[O:4])[c:21]1[cH:20][c:19]([NH:18][c:14]2[n:13][c:12](-[c:8]3[s:7][c:6]([CH3:5])[n:10][c:9]3[CH3:11])[cH:17][cH:16][n:15]2)[cH:24][cH:23][c:22]1[N:25]([CH3:26])[CH3:27]. The reactants are ClC1=C(C(=NC2=CC=C(C=C12)OC)C1=CC=C(C(=O)O)C=C1)F (4-(4-chloro-3-fluoro-6-methoxyquinolin-2-yl)benzoic acid). The reagents and catalysts are [Pd] (Pd/C). Run in CO (MeOH). Conditions: temperature 25 celsius, time 1 hour. Product: FC=1C(=NC2=CC=C(C=C2C1)OC)C1=CC=C(C(=O)O)C=C1 (4-(3-fluoro-6-methoxyquinolin-2-yl)benzoic acid). Yield: 66.0%. RXN SMILES: Cl[C:2]1[C:11]2[C:6](=[CH:7][CH:8]=[C:9]([O:12][CH3:13])[CH:10]=2)[N:5]=[C:4]([C:14]2[CH:22]=[CH:21][C:17]([C:18]([OH:20])=[O:19])=[CH:16][CH:15]=2)[C:3]=1[F:23]>CO.[Pd]>[F:23][C:3]1[C:4]([C:14]2[CH:22]=[CH:21][C:17]([C:18]([OH:20])=[O:19])=[CH:16][CH:15]=2)=[N:5][C:6]2[C:11]([CH:2]=1)=[CH:10][C:9]([O:12][CH3:13])=[CH:8][CH:7]=2. Procedure details: To a solution of the mixture from Step 1 in absolute MeOH (5 mL) was added Pd/C (10% Pd, 100 mg). The mixture was stirred at 25° C. for 1 hour under H2 atmosphere. The solids were filtered off and the filtrate was concentrated to give the product (60 mg, two-step yield 66%). The reactants are TEFLON, CC1=C(N)C=CC=C1C (2,3 Dimethylaniline), N1C(=NCC1)S(=O)(=O)O (imidazoline-2-sulfonic acid), N1C(=NCC1)S(=O)(=O)O (imidazoline-2-sulfonic acid), C1(=CC=CC=2CCCCC12)N=C1NCCN1 (2-(5,6,7,8-tetrahydro-1-naphthylimino)-imidazolidine). The solvent is CC#N (CH3CN). Conditions: temperature 155 celsius. The product is CC1=C(C=CC=C1C)N=C1NCCN1 (2-(2,3-Dimethylphenylimino)-imidazolidine). Isolated yield 17.0%. RXN SMILES: CC1C(C)=CC=CC=1N.N1CCN=C1S(O)(=O)=O.[C:19]1([N:29]=[C:30]2[NH:34][CH2:33][CH2:32][NH:31]2)[C:28]2[CH2:27]CC[CH2:24][C:23]=2[CH:22]=[CH:21][CH:20]=1>CC#N>[CH3:27][C:28]1[C:23]([CH3:24])=[CH:22][CH:21]=[CH:20][C:19]=1[N:29]=[C:30]1[NH:31][CH2:32][CH2:33][NH:34]1. Procedure: 2,3 Dimethylaniline (Aldrich, 236 mg, 1.95 mmol), imidazoline-2-sulfonic acid (292 mg, 1.95 mmol, (Compound 7 obtained as described above)) and CH3CN (4ml) were placed in a thick-walled glass tube and sealed with a TEFLON™ screw-cap. The reactants were heated to 155° C. for 6 hours The reaction was worked up as described for Compound 4 and chromatographed (SiO2 ; 70:30 CHCl3 /CH3OH saturated with NH3) to yield a light yellow oil which was recrystallized (hexane/isopropanol to yield 61 mg (17%) o... The reactants are BrC=1C=C2CCC(C2=CC1)=O (5-bromo-1-indanone), C(#N)[Cu] (CuCN), O (water). The reagents and catalysts are [Fe](Cl)Cl (iron(II) chloride). Solvent: CN(C=O)C (dimethylformamide), Cl (hydrochloric acid). Product: O=C1CCC2=CC(=CC=C12)C#N (1-oxoindane-5-carbonitrile). Reaction SMILES: Br[C:2]1[CH:3]=[C:4]2[C:8](=[CH:9][CH:10]=1)[C:7](=[O:11])[CH2:6][CH2:5]2.[C:12]([Cu])#[N:13].O>CN(C)C=O.Cl.[Fe](Cl)Cl>[O:11]=[C:7]1[C:8]2[C:4](=[CH:3][C:2]([C:12]#[N:13])=[CH:10][CH:9]=2)[CH2:5][CH2:6]1. Reported procedure: 9.5 g of 5-bromo-1-indanone and 4.93 g of CuCN are suspended in 10 ml of dimethylformamide and boiled under reflux for 4 hours. A solution of 18 g of iron(II) chloride in 5 ml of concentrated hydrochloric acid with 30 ml of water are added dropwise to the cooled, dark-brown viscous suspension while stirring, and the mixture is then stirred at 70° C. for 30 minutes. The reaction mixture is extracted by shaking three times with 50 ml of toluene, and the combined organic phases are extracted by sha... Yield: 40.1%. Reported procedure: In a manner similar to Example 6 of U.S. Pat. No. 4,079,149, the reaction of 0.59 g (0.003 mole) of (E)-(4-chlorophenyl)(cyclopropyl)methanone oxime with 0.072 g (0.003 mole) of sodium hydride and 0.77 g (0.003 mole) of 3-chloromethyl-2,4,6-trifluoro[1,1'-biphenyl] in 25 ml of a 20% solution of N,N-dimethylformamide in toluene produced 0.5 g of (E)-(4-chlorophenyl)(cyclopropyl)methanone O-[(2,4,6-trifluoro[1,1'-biphenyl]-3-yl)methyl]oxime as an oil. Starting materials: ClC1=CC=C(C=C1)/C(=N/O)/C1CC1 ((E)-(4-chlorophenyl)(cyclopropyl)methanone oxime), [H-].[Na+] (sodium hydride), ClCC=1C(=C(C(=CC1F)F)C1=CC=CC=C1)F (3-chloromethyl-2,4,6-trifluoro[1,1'-biphenyl]), solution, CN(C=O)C (N,N-dimethylformamide). Reaction SMILES: [Cl:1][C:2]1[CH:7]=[CH:6][C:5](/[C:8](/[CH:11]2[CH2:13][CH2:12]2)=[N:9]/[OH:10])=[CH:4][CH:3]=1.[H-].[Na+].Cl[CH2:17][C:18]1[C:19]([F:32])=[C:20]([C:26]2[CH:31]=[CH:30][CH:29]=[CH:28][CH:27]=2)[C:21]([F:25])=[CH:22][C:23]=1[F:24].CN(C)C=O>C1(C)C=CC=CC=1>[F:32][C:19]1[C:18]([CH2:17][O:10]/[N:9]=[C:8](/[C:5]2[CH:4]=[CH:3][C:2]([Cl:1])=[CH:7][CH:6]=2)\[CH:11]2[CH2:12][CH2:13]2)=[C:23]([F:24])[CH:22]=[C:21]([F:25])[C:20]=1[C:26]1[CH:27]=[CH:28][CH:29]=[CH:30][CH:31]=1 |f:1.2|. The solvent is C1(=CC=CC=C1)C (toluene). The product is FC1=C(C(=CC(=C1CO\N=C(/C1CC1)\C1=CC=C(C=C1)Cl)F)F)C1=CC=CC=C1 ((E)-(4-chlorophenyl)(cyclopropyl)methanone O-[(2,4,6-trifluoro[1,1'-biphenyl]-3-yl)methyl]oxime). Starting materials: [Al+3], CCCCOCc1ccc(C#N)cc1, [H-], [H-], [H-], [H-], [Li+], N, C1CCOC1. The product is CCCCOCc1ccc(CN)cc1. RXN SMILES: [Al+3:2].[CH2:7]([CH2:8][CH2:9][CH3:10])[O:11][CH2:12][c:13]1[cH:14][cH:15][c:16]([C:17]#[N:18])[cH:19][cH:20]1.[H-:1].[H-:4].[H-:5].[H-:6].[Li+:3].[NH3:21].[O:22]1[CH2:23][CH2:24][CH2:25][CH2:26]1>>[CH2:7]([CH2:8][CH2:9][CH3:10])[O:11][CH2:12][c:13]1[cH:14][cH:15][c:16]([CH2:17][NH2:18])[cH:19][cH:20]1.